This data is from the Open Reaction Database (ORD), a public repository of structured organic reaction records. The task is: describe an organic reaction: reactants, conditions, products, and yield As a reaction SMILES: [Br:1][c:2]1[cH:3][c:4]([C:5](=[O:6])[O:7][CH2:8][CH3:9])[c:10]([Br:13])[cH:11][n:12]1.[C:24](=[O:25])([O-:26])[O-:27].[CH3:14][c:15]1[cH:16][c:17]([B:21]([OH:22])[OH:23])[cH:18][n:19][cH:20]1.[CH3:31][N:32]([CH3:33])[CH:34]=[O:35].[Cs+:28].[Cs+:29].[OH2:30]>>[c:2]1(-[c:17]2[cH:16][c:15]([CH3:14])[cH:20][n:19][cH:18]2)[cH:3][c:4]([C:5](=[O:6])[O:7][CH2:8][CH3:9])[c:10]([Br:13])[cH:11][n:12]1. The reactants are CCOC(=O)c1cc(Br)ncc1Br, O=C([O-])[O-], Cc1cncc(B(O)O)c1, CN(C)C=O, [Cs+], [Cs+], O. Yields the product CCOC(=O)c1cc(-c2cncc(C)c2)ncc1Br. Reactants: C(C)(C)(C)OC(=O)N1[C@H]2C[C@H]2C[C@H]1CN ((1S,3S,5S)-3-aminomethyl-2-aza-bicyclo[3.1.0]hexane-2-carboxylic acid tert-butyl ester), O1N=C(C2=C1C=CC=C2)C(=O)O (benzo[d]isoxazole-3-carboxylic acid). Yields the product C(C)(C)(C)OC(=O)N1[C@H]2C[C@H]2C[C@H]1CNC(=O)C1=NOC2=C1C=CC=C2 ((1S,3S,5S)-3-{[(Benzo[d]isoxazole-3-carbonyl)-amino]-methyl}-2-aza-bicyclo[3.1.0]hexane-2-carboxylic acid tert-butyl ester). Reaction SMILES: [C:1]([O:5][C:6]([N:8]1[C@H:13]([CH2:14][NH2:15])[CH2:12][C@H:11]2[C@@H:9]1[CH2:10]2)=[O:7])([CH3:4])([CH3:3])[CH3:2].[O:16]1[C:20]2[CH:21]=[CH:22][CH:23]=[CH:24][C:19]=2[C:18]([C:25](O)=[O:26])=[N:17]1>>[C:1]([O:5][C:6]([N:8]1[C@H:13]([CH2:14][NH:15][C:25]([C:18]2[C:19]3[CH:24]=[CH:23][CH:22]=[CH:21][C:20]=3[O:16][N:17]=2)=[O:26])[CH2:12][C@H:11]2[C@@H:9]1[CH2:10]2)=[O:7])([CH3:4])([CH3:3])[CH3:2]. Reported procedure: prepared by reaction of (1S,3S,5S)-3-aminomethyl-2-aza-bicyclo[3.1.0]hexane-2-carboxylic acid tert-butyl ester with benzo[d]isoxazole-3-carboxylic acid. LC-MS (acidic): tR=0.92 min; [M+H]+=358.2. The reactants are CN(C(=O)Cl)C (Dimethylcarbamoyl chloride), NC=1C=C(C(=O)C2=CC=CC=C2)C=CC1 (3-aminobenzophenone), Cl (hydrochloric acid). The solvent is CN(C=O)C (dimethylformamide), C(C)N(CC)CC (triethylamine). Conditions: temperature 60 celsius. The product is C(C1=CC=CC=C1)(=O)C=1C=C(C=CC1)NC(N(C)C)=O (3-(m-benzoylphenyl)-1,1-dimethyl urea). Reaction SMILES: [CH3:1][N:2]([CH3:6])[C:3](Cl)=[O:4].[NH2:7][C:8]1[CH:9]=[C:10]([CH:19]=[CH:20][CH:21]=1)[C:11]([C:13]1[CH:18]=[CH:17][CH:16]=[CH:15][CH:14]=1)=[O:12].Cl>CN(C)C=O.C(N(CC)CC)C>[C:11]([C:10]1[CH:9]=[C:8]([NH:7][C:3](=[O:4])[N:2]([CH3:6])[CH3:1])[CH:21]=[CH:20][CH:19]=1)(=[O:12])[C:13]1[CH:14]=[CH:15][CH:16]=[CH:17][CH:18]=1. Procedure: Dimethylcarbamoyl chloride (7.5 grams, 0.07 mole) was added to a solution of 3-aminobenzophenone (10 grams, 0.05 mole) in dimethylformamide (150 ml.), triethylamine (10 ml.) at 10° C. with stirring and ice cooling. The reaction temperature was next raised to 60° C. for 20 hours, then cooled and poured onto ice water (500 grams) containing dilute hydrochloric acid. A tarry solid was obtained by decanting off the aqueous organic solution. Purification was effected by dissolving the tarry solid in ...